Dataset: the Open Reaction Database (ORD), a public repository of structured organic reaction records. Task: describe an organic reaction: reactants, conditions, products, and yield The reactants are Cc1ncccc1C=O, CCO, Cl, CC1=NNC(=O)N(N)C1. Product: CC1=NNC(=O)N(N=Cc2cccnc2C)C1. RXN SMILES: [CH3:10][c:11]1[n:12][cH:13][cH:14][cH:15][c:16]1[CH:17]=[O:18].[CH3:20][CH2:21][OH:22].[ClH:19].[O:1]=[C:2]1[NH:3][N:4]=[C:5]([CH3:9])[CH2:6][N:7]1[NH2:8]>>[O:1]=[C:2]1[NH:3][N:4]=[C:5]([CH3:9])[CH2:6][N:7]1[N:8]=[CH:17][c:16]1[c:11]([CH3:10])[n:12][cH:13][cH:14][cH:15]1. The reactants are Cc1sc2cncn2c1CN1C(=O)c2ccccc2C1=O, CCO, NN, O. The product is Cc1sc2cncn2c1CN. As a reaction SMILES: [C:4]1(=[O:5])[N:8]([CH2:9][c:10]2[n:11]3[c:12]([s:13][c:14]2[CH3:15])[cH:16][n:17][cH:18]3)[C:6](=[O:7])[c:19]2[cH:20][cH:21][cH:22][cH:23][c:24]21.[CH3:25][CH2:26][OH:27].[NH2:2][NH2:3].[OH2:1]>>[NH2:8][CH2:9][c:10]1[n:11]2[c:12]([s:13][c:14]1[CH3:15])[cH:16][n:17][cH:18]2. Starting materials: FC1=C(C=CC(=C1)C(F)(F)F)CCNC1=CC(=NC(=N1)OC)C=1C=C(C=CC1)O (3-{6-[2-(2-fluoro-4-trifluoromethyl-phenyl)-ethylamino]-2-methoxy-pyrimidin-4-yl}-phenol), C(=O)([O-])[O-].[Cs+].[Cs+] (Cs2CO3), C(Cl)C1CO1 (epichlorohydrin). Solvent: O (water), CN(C)C=O (DMF). Reaction conditions: time 4 hour. Product: FC1=C(C=CC(=C1)C(F)(F)F)CCNC1=NC(=NC(=C1)C1=CC(=CC=C1)OCC1OC1)OC ([2-(2-fluoro-4-trifluoromethyl-phenyl)-ethyl]-[2-methoxy-6-(3-oxiranylmethoxy-phenyl)-pyrimidin-4-yl]-amine). Isolated yield 50.8%. As a reaction SMILES: [F:1][C:2]1[CH:7]=[C:6]([C:8]([F:11])([F:10])[F:9])[CH:5]=[CH:4][C:3]=1[CH2:12][CH2:13][NH:14][C:15]1[N:20]=[C:19]([O:21][CH3:22])[N:18]=[C:17]([C:23]2[CH:24]=[C:25]([OH:29])[CH:26]=[CH:27][CH:28]=2)[CH:16]=1.C([O-])([O-])=O.[Cs+].[Cs+].[CH2:36]([CH:38]1[O:40][CH2:39]1)Cl>CN(C=O)C.O>[F:1][C:2]1[CH:7]=[C:6]([C:8]([F:9])([F:10])[F:11])[CH:5]=[CH:4][C:3]=1[CH2:12][CH2:13][NH:14][C:15]1[CH:16]=[C:17]([C:23]2[CH:28]=[CH:27][CH:26]=[C:25]([O:29][CH2:36][CH:38]3[CH2:39][O:40]3)[CH:24]=2)[N:18]=[C:19]([O:21][CH3:22])[N:20]=1 |f:1.2.3|. Reported procedure: To a suspension of 3-{6-[2-(2-fluoro-4-trifluoromethyl-phenyl)-ethylamino]-2-methoxy-pyrimidin-4-yl}-phenol (280 mg, 0.68 mmol), and Cs2CO3 (0.44 g, 1.36 mmol) in DMF (2 mL) is added epichlorohydrin (80 μL, 1.02 mmol) at room temperature. After 4 h at 20° C., the mixture is diluted with water (10 mL), and extracted with EtOAc (2×10 mL). The extracts are washed with water (2×20 mL), dried (MgSO4), filtered, and concentrated. The residue is chromatographed on SiO2 eluting with 50% EtOAc in heptane... Reactants: C(C)(=O)Cl (acetylchloride), C1(=CC=CC=C1)C1OC(CN1)CCl (2-phenyl-5-chloromethyloxazolidine), Cl (hydrochloric acid). The solvent is C(Cl)(Cl)Cl (chloroform), N1=CC=CC=C1 (pyridine). Yields the product C(C)(=O)NCC(CCl)O (N-acetyl-3-chloro-1-aminopropan-2-ol). Isolated yield 65.0%. RXN SMILES: C(Cl)(=[O:3])C.[C:5]1([CH:11]2[NH:15][CH2:14][CH:13]([CH2:16][Cl:17])[O:12]2)C=CC=CC=1.Cl>C(Cl)(Cl)Cl.N1C=CC=CC=1>[C:11]([NH:15][CH2:14][CH:13]([OH:12])[CH2:16][Cl:17])(=[O:3])[CH3:5]. Procedure: 15.7 g of acetylchloride are added dropwise to a solution of 39.5 g of 2-phenyl-5-chloromethyloxazolidine in a mixture of 150 ml of chloroform and 16 ml of pyridine at a temperature of -40° C. under agitation. The solution is allowed to warm up to room temperature. After a reaction period of 14 hours, 100 ml of concentrated hydrochloric acid are added. After thoroughly mixing, the aqueous phase is separated and diluted with water to twice its volume and then is saturated with sodium chloride. By...